This data is from the Open Reaction Database (ORD), a public repository of structured organic reaction records. The task is: describe an organic reaction: reactants, conditions, products, and yield Starting materials: COC(CCC1=CC=C(OCCNCCCCCCCCCCCC)C=C1)(C(F)(F)F)OC (N-[2-[4-(3,3-Dimethoxy-4,4,4-trifluorobut-1-yl)phenoxy]ethyl]dodecylamine), ICCCCCC (1-iodohexane), C(CC)N(CCOC1=CC=C(C=C1)CCC(C(F)(F)F)(OC)OC)CCCCCCCCCCCC (N-propyl-N-[2-[4-(3,3-dimethoxy-4,4,4-trifluorobut-1-yl)phenoxy]ethyl]dodecylamine). The product is C(CCCCC)N(CCOC1=CC=C(C=C1)CCC(C(F)(F)F)(OC)OC)CCCCCCCCCCCC (N-Hexyl-N-[2-[4-(3,3-dimethoxy-4,4,4-trifluorobut-1-yl)phenoxy]ethyl]dodecylamine). Isolated yield 66.4%. Reaction SMILES: [CH3:1][O:2][C:3]([O:32][CH3:33])([C:28]([F:31])([F:30])[F:29])[CH2:4][CH2:5][C:6]1[CH:27]=[CH:26][C:9]([O:10][CH2:11][CH2:12][NH:13][CH2:14][CH2:15][CH2:16][CH2:17][CH2:18][CH2:19][CH2:20][CH2:21][CH2:22][CH2:23][CH2:24][CH3:25])=[CH:8][CH:7]=1.I[CH2:35][CH2:36][CH2:37][CH2:38][CH2:39][CH3:40].C(N(CCCCCCCCCCCC)CCOC1C=CC(CCC(OC)(OC)C(F)(F)F)=CC=1)CC>>[CH2:35]([N:13]([CH2:14][CH2:15][CH2:16][CH2:17][CH2:18][CH2:19][CH2:20][CH2:21][CH2:22][CH2:23][CH2:24][CH3:25])[CH2:12][CH2:11][O:10][C:9]1[CH:8]=[CH:7][C:6]([CH2:5][CH2:4][C:3]([O:2][CH3:1])([O:32][CH3:33])[C:28]([F:30])([F:31])[F:29])=[CH:27][CH:26]=1)[CH2:36][CH2:37][CH2:38][CH2:39][CH3:40]. Reported procedure: N-[2-[4-(3,3-Dimethoxy-4,4,4-trifluorobut-1-yl)phenoxy]ethyl]dodecylamine (500 mg, 1.05 mmol) and 1-iodohexane (0.186 ml, 1.26 mmol) were reacted as described in the preparation of N-propyl-N-[2-[4-(3,3-dimethoxy-4,4,4-trifluorobut-1-yl)phenoxy]ethyl]dodecylamine and afforded the title compound (390 mg, g, 67%) as a liquid. Reactants: CC(C)(C)OC(=O)NC(CSC(c1ccccc1)(c1ccccc1)c1ccccc1)C(=O)O, Cl, Cc1ccccc1CC1(C(=O)OCc2ccccn2)CCNCC1. Product: Cc1ccccc1CC1(C(=O)OCc2ccccn2)CCN(C(=O)C(CSC(c2ccccc2)(c2ccccc2)c2ccccc2)NC(=O)OC(C)(C)C)CC1. Reaction SMILES: [C:26]([CH3:27])([CH3:28])([CH3:29])[O:30][C:31](=[O:32])[NH:33][CH:34]([CH2:35][S:36][C:37]([c:38]1[cH:39][cH:40][cH:41][cH:42][cH:43]1)([c:44]1[cH:45][cH:46][cH:47][cH:48][cH:49]1)[c:50]1[cH:51][cH:52][cH:53][cH:54][cH:55]1)[C:56](=[O:57])[OH:58].[ClH:25].[n:1]1[c:2]([CH2:7][O:8][C:9]([C:10]2([CH2:16][c:17]3[c:18]([CH3:23])[cH:19][cH:20][cH:21][cH:22]3)[CH2:11][CH2:12][NH:13][CH2:14][CH2:15]2)=[O:24])[cH:3][cH:4][cH:5][cH:6]1>>[n:1]1[c:2]([CH2:7][O:8][C:9]([C:10]2([CH2:16][c:17]3[c:18]([CH3:23])[cH:19][cH:20][cH:21][cH:22]3)[CH2:11][CH2:12][N:13]([C:56]([CH:34]([NH:33][C:31]([O:30][C:26]([CH3:27])([CH3:28])[CH3:29])=[O:32])[CH2:35][S:36][C:37]([c:38]3[cH:39][cH:40][cH:41][cH:42][cH:43]3)([c:44]3[cH:45][cH:46][cH:47][cH:48][cH:49]3)[c:50]3[cH:51][cH:52][cH:53][cH:54][cH:55]3)=[O:57])[CH2:14][CH2:15]2)=[O:24])[cH:3][cH:4][cH:5][cH:6]1. Reactants: NCC(=O)NC1=NN=NN1 (2-Amino-N-[(1H)-tetrazol-5-yl]acetamide), C(C)C1=CC2=C(C(C3=C(C=C2)C=C(C=C3)C)C=3C(NC(N(C3)C3=NC(=NC=C3)NCC(=O)NC=3SC=C(N3)CC(=O)O)=O)=O)C=C1 (2-[[4-[5-{2-Ethyl-8-methyl-5H-dibenzo[a,d]cyclohepten-5-yl}-3,4-dihydro-2,4-dioxo-1(2H)-pyrimidinyl]pyrimidin-2-yl amino]acetylamino]-4-thiazoleacetic acid). Yields the product C(C)C1=CC2=C(C(C3=C(C=C2)C=C(C=C3)C)C=3C(NC(N(C3)C3=NC(=NC=C3)NCC(=O)NC3=NN=NN3)=O)=O)C=C1 ((±)2-[4-[5-{2-Ethyl-8-methyl-5H-dibenzo [a,d]cyclohepten-5-yl}-3,4-dihydro-2,4-dioxo-1(2H)-pyrimidinyl]pyrimidin-2-yl amino]-N-[(1H)-tetrazol-5-yl]acetamide). RXN SMILES: [NH2:1][CH2:2][C:3]([NH:5][C:6]1[NH:10][N:9]=[N:8][N:7]=1)=[O:4].[CH2:11]([C:13]1[CH:56]=[CH:55][C:16]2[CH:17]([C:27]3[C:28](=[O:54])[NH:29][C:30](=[O:53])[N:31]([C:33]4[CH:38]=[CH:37][N:36]=[C:35](NCC(NC5SC=C(CC(O)=O)N=5)=O)[N:34]=4)[CH:32]=3)[C:18]3[CH:25]=[CH:24][C:23]([CH3:26])=[CH:22][C:19]=3[CH:20]=[CH:21][C:15]=2[CH:14]=1)[CH3:12]>>[CH2:11]([C:13]1[CH:56]=[CH:55][C:16]2[CH:17]([C:27]3[C:28](=[O:54])[NH:29][C:30](=[O:53])[N:31]([C:33]4[CH:38]=[CH:37][N:36]=[C:35]([NH:1][CH2:2][C:3]([NH:5][C:6]5[NH:10][N:9]=[N:8][N:7]=5)=[O:4])[N:34]=4)[CH:32]=3)[C:18]3[CH:25]=[CH:24][C:23]([CH3:26])=[CH:22][C:19]=3[CH:20]=[CH:21][C:15]=2[CH:14]=1)[CH3:12]. Procedure details: The title compound was prepared from the product of step (ii) and the product of example 15 step (viii) by the method of example 7 step (i). Yield: 34.0%. Reagents/catalysts: [Cu]=O (copper(II) oxide). Reported procedure: 4-(3-Thienylthio)-1-nitrobenzene: To a solution of 4-nitrothiophenol (8%pure; 1.2 g, 6.1 mmol), 3-bromothiophene (1.0 g, 6.1 mmol) and copper(II) oxide (0.5 g, 3.7 mmol) in anhydrous DMF (20 mL) was added KOH (0.3 g, 6.1 mmol), and the resulting mixture was heated at 130° C. with stirring for 42 h and then allowed to cool to room temp. The reaction mixture was then poured into a mixture of ice and a 6N HCl solution (200 mL) and the resulting aqueous mixture was extracted with EtOAc (3×100 mL). T... The solvent is CN(C)C=O (DMF). Product: N1=C(C=CC=C1)SC1=CC=C(N)C=C1 (4-(2-Pyridinylthio)aniline). As a reaction SMILES: S1[CH:5]=[CH:4][C:3]([S:6][C:7]2[CH:12]=[CH:11][C:10]([N+:13]([O-])=O)=[CH:9][CH:8]=2)=C1.[N+:16]([C:19]1C=CC(S)=C[CH:20]=1)([O-])=O.BrC1C=CSC=1.[OH-].[K+]>CN(C=O)C.[Cu]=O>[N:16]1[CH:19]=[CH:20][CH:5]=[CH:4][C:3]=1[S:6][C:7]1[CH:8]=[CH:9][C:10]([NH2:13])=[CH:11][CH:12]=1 |f:3.4|. Conditions: temperature 130 celsius, time 42 hour. Reactants: S1C=C(C=C1)SC1=CC=C(C=C1)[N+](=O)[O-] (4-(3-Thienylthio)-1-nitrobenzene), [N+](=O)([O-])C1=CC=C(C=C1)S (4-nitrothiophenol), BrC1=CSC=C1 (3-bromothiophene), [OH-].[K+] (KOH). Reactants: Cl.C1CCN2CC=C(CC12)C1=CNC2=CC=C(C=C12)F (3-(1,2,3,4,5,8-hexahydroindolizin-7-yl)-5-fluoro-1H-indole hydrochloride salt), C(C)[SiH](CC)CC (triethylsilane). Solvent: FC(C(=O)O)(F)F (trifluoroacetic acid). Run at time 5 minute. Product: C1CCN2CCC(CC12)C1=CNC2=CC=C(C=C12)F (3-(octahydroindolizin-7-yl)-5-fluoro-1H-indole). RXN SMILES: Cl.[CH2:2]1[CH:10]2[N:5]([CH2:6][CH:7]=[C:8]([C:11]3[C:19]4[C:14](=[CH:15][CH:16]=[C:17]([F:20])[CH:18]=4)[NH:13][CH:12]=3)[CH2:9]2)[CH2:4][CH2:3]1.C([SiH](CC)CC)C>FC(F)(F)C(O)=O>[CH2:2]1[CH:10]2[N:5]([CH2:6][CH2:7][CH:8]([C:11]3[C:19]4[C:14](=[CH:15][CH:16]=[C:17]([F:20])[CH:18]=4)[NH:13][CH:12]=3)[CH2:9]2)[CH2:4][CH2:3]1 |f:0.1|. Procedure: The 3-(1,2,3,4,5,8-hexahydroindolizin-7-yl)-5-fluoro-1H-indole hydrochloride salt (450 mg, 1.54 mmol) was dissolved in trifluoroacetic acid (7.5 ml) forming an orange solution. The triethylsilane (197 mg, 1.7 mmol) was added and the reaction became colorless. TLC after 5 minutes showed no starting material present. The reaction was concentrated and the resulting oil poured into water and extracted with methylene chloride. The extract was washed with base, dried over sodium sulfate, and concentra...